From a dataset of the Open Reaction Database (ORD), a public repository of structured organic reaction records. describe an organic reaction: reactants, conditions, products, and yield Reactants: C([O-])([O-])=O.[K+].[K+] (potassium carbonate), [H-].[Al+3].[Li+].[H-].[H-].[H-] (lithium aluminium hydride), ClC1=CC2=C(CC3=C(NC2=O)C=CC=C3)C=C1 (8-chloro-5,6-dihydro-11H-dibenz[b,e]azepin-6-one), C(Cl)(Cl)Cl (chloroform). Solvent: O1CCCC1 (tetrahydrofuran). Reaction conditions: time 15 hour. Yields the product ClC1=CC2=C(CC3=C(NC2)C=CC=C3)C=C1 (8-chloro-5,6-dihydro-11H-dibenz[b,e]azepine). Reaction SMILES: [H-].[Al+3].[Li+].[H-].[H-].[H-].C(Cl)(Cl)Cl.[Cl:11][C:12]1[CH:27]=[CH:26][C:15]2[CH2:16][C:17]3[CH:25]=[CH:24][CH:23]=[CH:22][C:18]=3[NH:19][C:20](=O)[C:14]=2[CH:13]=1.C(=O)([O-])[O-].[K+].[K+]>O1CCCC1>[Cl:11][C:12]1[CH:27]=[CH:26][C:15]2[CH2:16][C:17]3[CH:25]=[CH:24][CH:23]=[CH:22][C:18]=3[NH:19][CH2:20][C:14]=2[CH:13]=1 |f:0.1.2.3.4.5,8.9.10|. Procedure details: To a suspension of 1.5 g lithium aluminium hydride in 100 ml tetrahydrofuran is added with ice cooling first 1.05 ml chloroform and thereafter portionwise 3.0 g of 8-chloro-5,6-dihydro-11H-dibenz[b,e]azepin-6-one. The mixture is stirred at room temperature for 15 hours. To the mixture is then added dropwise under ice cooling 9.0 ml of a saturated solution of potassium carbonate. The precipitate is filtered off and washed with ether. The filtrate is then evaporated and the residue recrystallised ... Procedure details: A solution of 1.0 g of 3-chloro-perbenzoic acid in 15 ml of metyylene chloride is added dropwise while stirring at 0° C. during 1 hour to a solution of 2.3 g of 1-[4-chloro-2-fluoro-5 -(methylthio)methoxy-phenyl]-3-methyl-4-trifluoromethyl-2,6-(1H,3H)-pyrimidinedione in 30 ml of methylene chloride. The reaction mixture is subsequently stirred at room temperature for 15 hours, washed with dilute aqueous sodium bicarbonate solution and then with water and dried over anhydrous sodium sulphate. The ... Run at time 15 hour. Yields the product ClC1=CC(=C(C=C1OCS(=O)C)N1C(N(C(=CC1=O)C(F)(F)F)C)=O)F (1-[4-chloro-2-fluoro-5-(methylsulphinyl) methoxy-phenyl]-3-methyl-4-trifluoromethyl-2,6(1H,3H)pyrimidinedione). Starting materials: ClC1=CC(=CC=C1)C(=O)OO (3-chloro-perbenzoic acid), ClC1=CC(=C(C=C1OCSC)N1C(N(C(=CC1=O)C(F)(F)F)C)=O)F (1-[4-chloro-2-fluoro-5 -(methylthio)methoxy-phenyl]-3-methyl-4-trifluoromethyl-2,6-(1H,3H)-pyrimidinedione). RXN SMILES: ClC1C=CC=C(C(OO)=[O:9])C=1.[Cl:12][C:13]1[C:18]([O:19][CH2:20][S:21][CH3:22])=[CH:17][C:16]([N:23]2[C:28](=[O:29])[CH:27]=[C:26]([C:30]([F:33])([F:32])[F:31])[N:25]([CH3:34])[C:24]2=[O:35])=[C:15]([F:36])[CH:14]=1>[Cl-].C(Cl)Cl>[Cl:12][C:13]1[C:18]([O:19][CH2:20][S:21]([CH3:22])=[O:9])=[CH:17][C:16]([N:23]2[C:28](=[O:29])[CH:27]=[C:26]([C:30]([F:33])([F:32])[F:31])[N:25]([CH3:34])[C:24]2=[O:35])=[C:15]([F:36])[CH:14]=1. The solvent is [Cl-] (chloride), C(Cl)Cl (methylene chloride). Starting materials: COCCOC(=O)Cl, NCC1CC(n2cc(-c3cccc(OCc4ccccc4)c3)c3c(N)ncnc32)C1. The product is COCCOC(=O)NCC1CC(n2cc(-c3cccc(OCc4ccccc4)c3)c3c(N)ncnc32)C1. Reaction SMILES: [Cl:31][C:32](=[O:33])[O:34][CH2:35][CH2:36][O:37][CH3:38].[NH2:1][CH2:2][CH:3]1[CH2:4][CH:5]([n:7]2[cH:8][c:9](-[c:17]3[cH:18][c:19]([O:23][CH2:24][c:25]4[cH:26][cH:27][cH:28][cH:29][cH:30]4)[cH:20][cH:21][cH:22]3)[c:10]3[c:11]2[n:12][cH:13][n:14][c:15]3[NH2:16])[CH2:6]1>>[NH:1]([CH2:2][CH:3]1[CH2:4][CH:5]([n:7]2[cH:8][c:9](-[c:17]3[cH:18][c:19]([O:23][CH2:24][c:25]4[cH:26][cH:27][cH:28][cH:29][cH:30]4)[cH:20][cH:21][cH:22]3)[c:10]3[c:11]2[n:12][cH:13][n:14][c:15]3[NH2:16])[CH2:6]1)[C:32](=[O:33])[O:34][CH2:35][CH2:36][O:37][CH3:38]. Reactants: Cl.N1(CCCCC1)CCCOC1=CC=C(C(=O)O)C=C1 (4-(3-Piperidin-1-ylpropoxy)benzoic acid hydrochloride), COC=1C=C2C=C(NC2=CC1)C (5-methoxy-2-methyl-indole), Example 5 ( E5 ). Yields the product Cl.COC=1C=C2C=C(N(C2=CC1)C(C1=CC=C(C=C1)OCCCN1CCCCC1)=O)C (5-Methoxy-2-methyl-N-[4-(3-piperidin-1-ylpropoxy)benzoyl]-indole hydrochloride). As a reaction SMILES: [ClH:1].[N:2]1([CH2:8][CH2:9][CH2:10][O:11][C:12]2[CH:20]=[CH:19][C:15]([C:16]([OH:18])=O)=[CH:14][CH:13]=2)[CH2:7][CH2:6][CH2:5][CH2:4][CH2:3]1.[CH3:21][O:22][C:23]1[CH:24]=[C:25]2[C:29](=[CH:30][CH:31]=1)[NH:28][C:27]([CH3:32])=[CH:26]2>>[ClH:1].[CH3:21][O:22][C:23]1[CH:24]=[C:25]2[C:29](=[CH:30][CH:31]=1)[N:28]([C:16](=[O:18])[C:15]1[CH:14]=[CH:13][C:12]([O:11][CH2:10][CH2:9][CH2:8][N:2]3[CH2:3][CH2:4][CH2:5][CH2:6][CH2:7]3)=[CH:20][CH:19]=1)[C:27]([CH3:32])=[CH:26]2 |f:0.1,3.4|. Procedure details: The title compound (E7) was prepared from 4-(3-piperidin-1-ylpropoxy)benzoic acid hydrochloride (D2) and 5-methoxy-2-methyl-indole using the method described in Example 5 (E5). The reactants are COC=1C=C(CC2=CC=NC=C2)C=CC1 (4-(3-methoxybenzyl)pyridine). The reagents and catalysts are [Pt]=O (platinum oxide). Run in C(C)(=O)O (acetic acid). Run at time 2 hour. Product: COC=1C=C(CC2CCNCC2)C=CC1 (4-(3-methoxy-benzyl)piperidine). Isolated yield 87.4%. RXN SMILES: [CH3:1][O:2][C:3]1[CH:4]=[C:5]([CH:13]=[CH:14][CH:15]=1)[CH2:6][C:7]1[CH:12]=[CH:11][N:10]=[CH:9][CH:8]=1>C(O)(=O)C.[Pt]=O>[CH3:1][O:2][C:3]1[CH:4]=[C:5]([CH:13]=[CH:14][CH:15]=1)[CH2:6][CH:7]1[CH2:12][CH2:11][NH:10][CH2:9][CH2:8]1. Reported procedure: A mixture of 4-(3-methoxybenzyl)pyridine (25 g, 126 mmol) and platinum oxide (2.4 g) in acetic acid (250 ml) was hydrogenated for 2 hr. The catalyst was removed and the solution concentrated in vacuo. The residue was dissolved in water and the solution basified with sodium hydroxide. The basic mixture was extracted with ether. The extracts were dried and concentrated in vacuo. The residue was vacuum distilled to give 4-(3-methoxy-benzyl)piperidine as an oil (22.6 g, 88%). A sample of the hydroch... The reactants are SCc1ccccc1, CC(C)(C)[O-], CN(C)C=O, O=Cc1cccc(Cl)c1Cl, [K+], O. Product: O=Cc1cccc(Cl)c1SCc1ccccc1. As a reaction SMILES: [CH2:7]([c:8]1[cH:9][cH:10][cH:11][cH:12][cH:13]1)[SH:14].[CH3:1][C:2]([CH3:3])([O-:4])[CH3:5].[CH3:26][N:27]([CH3:28])[CH:29]=[O:30].[Cl:15][c:16]1[c:17]([CH:18]=[O:19])[cH:20][cH:21][cH:22][c:23]1[Cl:24].[K+:6].[OH2:25]>>[CH2:7]([c:8]1[cH:9][cH:10][cH:11][cH:12][cH:13]1)[S:14][c:16]1[c:17]([CH:18]=[O:19])[cH:20][cH:21][cH:22][c:23]1[Cl:24]. The reactants are C(CC)C1=CC=C(C=C1)O (p-propylphenol), FC1=C(C=CC(=C1F)OCCCCC)C1=CC=C(C=C1)C(=O)O (2,3-difluoro-4-pentyloxybiphenyl-4'-carboxylic acid), C(CCCC)OC1=C(C(=C(C=C1)C1=CC=C(C=C1)C(=O)O)F)F (4-pentyloxy-2,3-difluorobiphenyl-4'-carboxylic acid), [OH-].[K+] (KOH), C(CCCC)OC1=C(C(=CC=C1)F)F (pentyloxy-2,3-difluorobenzene), C(CCC)[Li] (butyllithium), CN(C)CCN(C)C (TMEDA), C1CCC(CC1)N=C=NC2CCCCC2 (DCC), ester, ClC=1C(C(=C(C(C1Cl)=O)C#N)C#N)=O (2,3-dichloro-5,6-dicyanobenzoquinone), CCOC(=O)C1CCC(=O)CC1 (ethyl cyclohexanone-4-carboxylate). The solvent is C1CCOC1 (THF), C(Cl)Cl (methylene chloride), C1(=CC=CC=C1)C (toluene). Reaction conditions: temperature -70 celsius, time 4 hour. Yields the product C(CCCC)OC1=C(C(=C(C=C1)C1=CC=C(C=C1)C(=O)OC1=CC=C(C=C1)CCC)F)F (p-Propylphenyl 4-pentyloxy-2,3-difluorobiphenyl-4'-carboxylate). Reaction SMILES: [CH2:1]([C:4]1[CH:9]=[CH:8][C:7]([OH:10])=[CH:6][CH:5]=1)[CH2:2][CH3:3].[F:11][C:12]1[C:17]([F:18])=[C:16](OCCCCC)[CH:15]=[CH:14][C:13]=1C1C=CC(C(O)=O)=CC=1.[CH2:34](OC1C=CC=C(F)C=1F)[CH2:35][CH2:36][CH2:37][CH3:38].C([Li])CCC.CN(CCN(C)C)C.CCO[C:64]([CH:66]1[CH2:72][CH2:71][C:69](=O)[CH2:68][CH2:67]1)=[O:65].ClC1C(=O)C(C#N)=C(C#N)C(=O)C=1Cl.[OH-:87].[K+].C1CCC(N=C=NC2CCCCC2)CC1>C1COCC1.C1(C)C=CC=CC=1.C(Cl)Cl>[CH2:34]([O:87][C:13]1[CH:14]=[CH:15][C:16]([C:69]2[CH:68]=[CH:67][C:66]([C:64]([O:10][C:7]3[CH:8]=[CH:9][C:4]([CH2:1][CH2:2][CH3:3])=[CH:5][CH:6]=3)=[O:65])=[CH:72][CH:71]=2)=[C:17]([F:18])[C:12]=1[F:11])[CH2:35][CH2:36][CH2:37][CH3:38] |f:7.8|. Procedure details: 13.6 g of p-propylphenol and 32 g of 2,3-difluoro-4-pentyloxybiphenyl-4'-carboxylic acid (preparation of 4-pentyloxy-2,3-difluorobiphenyl-4'-carboxylic acid: pentyloxy-2,3-difluorobenzene is metalated with an equimolar amount of butyllithium and TMEDA under the customary conditions at -70° C. in THF, and the reaction mixture is then stirred at -70° C. for 4 hours and reacted with an equimolar amount of chlorotriisopropyl orthotitanate at the same temperature. The reaction mixture is allowed to w...